This data is from the Open Reaction Database (ORD), a public repository of structured organic reaction records. The task is: describe an organic reaction: reactants, conditions, products, and yield Procedure details: 4-hydroxyphenyl maleimide was prepared by the same procedure as for 4-ethynylphenyl maleimide with the following starting materials aminophenol (54.5 g, 0.50 mole) maleic anhydride (49.0 g, 0.50 mole), acetone (500 ml), triethylamine (11 ml), nickel (II) acetate (0.5 g, 43 mmol), and acetic anhydride (63.8 g, 0.625 mol). Reagents/catalysts: C(C)(=O)[O-].[Ni+2].C(C)(=O)[O-] (nickel (II) acetate). RXN SMILES: C([C:3]1[CH:8]=[CH:7][C:6]([C:9]2[C:10]([NH:12][C:13](=[O:15])[CH:14]=2)=[O:11])=[CH:5][CH:4]=1)#C.NC1C=CC=CC=1[OH:23].CC(C)=O.C(OC(=O)C)(=O)C>C([O-])(=O)C.[Ni+2].C([O-])(=O)C.C(N(CC)CC)C>[OH:23][C:3]1[CH:8]=[CH:7][C:6]([C:9]2[C:10]([NH:12][C:13](=[O:15])[CH:14]=2)=[O:11])=[CH:5][CH:4]=1 |f:4.5.6|. Solvent: C(C)N(CC)CC (triethylamine). The reactants are C(#C)C1=CC=C(C=C1)C=1C(=O)NC(C1)=O (4-ethynylphenyl maleimide), NC1=C(C=CC=C1)O (aminophenol), CC(=O)C (acetone), C(C)(=O)OC(C)=O (acetic anhydride). The product is OC1=CC=C(C=C1)C=1C(=O)NC(C1)=O (4-hydroxyphenyl maleimide). The reactants are O=C1COC(=O)N1CCC1CCN(c2cccc(Br)n2)CC1, CC(C)C[Zn]Br, CCOC(C)=O, C1CCOC1, O. The product is CC(C)Cc1cccc(N2CCC(CCN3C(=O)COC3=O)CC2)n1. RXN SMILES: [Br:1][c:2]1[cH:3][cH:4][cH:5][c:6]([N:8]2[CH2:9][CH2:10][CH:11]([CH2:14][CH2:15][N:16]3[C:17](=[O:22])[O:18][CH2:19][C:20]3=[O:21])[CH2:12][CH2:13]2)[n:7]1.[Br:23][Zn:24][CH2:25][CH:26]([CH3:27])[CH3:28].[CH3:30][CH2:31][O:32][C:33](=[O:34])[CH3:35].[O:36]1[CH2:37][CH2:38][CH2:39][CH2:40]1.[OH2:29]>>[c:2]1([CH2:25][CH:26]([CH3:27])[CH3:28])[cH:3][cH:4][cH:5][c:6]([N:8]2[CH2:9][CH2:10][CH:11]([CH2:14][CH2:15][N:16]3[C:17](=[O:22])[O:18][CH2:19][C:20]3=[O:21])[CH2:12][CH2:13]2)[n:7]1. Reactants: C1CNCCN1, Clc1nccc2ccoc12, [Na+], O=C([O-])O, OCCO. The product is c1cc2ccoc2c(N2CCNCC2)n1. As a reaction SMILES: [CH2:16]1[CH2:17][NH:18][CH2:19][CH2:20][NH:21]1.[Cl:1][c:2]1[n:3][cH:4][cH:5][c:6]2[c:7]1[o:8][cH:9][cH:10]2.[Na+:11].[OH:12][C:13](=[O:14])[O-:15].[OH:22][CH2:23][CH2:24][OH:25]>>[c:2]1([N:18]2[CH2:17][CH2:16][NH:21][CH2:20][CH2:19]2)[n:3][cH:4][cH:5][c:6]2[c:7]1[o:8][cH:9][cH:10]2. Starting materials: FC=1C=C(C#N)C=CC1 (3-fluorobenzonitrile), N1C=NC=C1 (imidazole), C(=O)([O-])[O-].[K+].[K+] (K2CO3), [I-].[K+] (potassium iodide), ice water. Reagents/catalysts: [Cu] (copper). Solvent: CN(C)C=O (DMF). Product: N1(C=NC=C1)C=1C=C(C#N)C=CC1 (3-(1-imidazolyl)benzonitrile). Isolated yield 47.1%. RXN SMILES: F[C:2]1[CH:3]=[C:4]([CH:7]=[CH:8][CH:9]=1)[C:5]#[N:6].[NH:10]1[CH:14]=[CH:13][N:12]=[CH:11]1.C([O-])([O-])=O.[K+].[K+].[I-].[K+]>[Cu].CN(C=O)C>[N:10]1([C:2]2[CH:3]=[C:4]([CH:7]=[CH:8][CH:9]=2)[C:5]#[N:6])[CH:14]=[CH:13][N:12]=[CH:11]1 |f:2.3.4,5.6|. Procedure details: A mixture of 3-fluorobenzonitrile (18 ml, 168.38 mmol), imidazole (11.46 g), K2CO3 (25.59 g), copper (1.75 g), potassium iodide (1.75 g) and DMF (125 ml) was refluxed overnight. The reaction mixture was cooled to room temperature and poured into ice/water (600 ml). A precipitate formed, which was collected by filtration, washed with water, dissolved in ethanol (25 ml)/CHCl3 (500 ml) and filtered. The filtrates were partitioned in water, the organic layer was separated, dried over MgSO4 and strip... The reactants are C(C)(=O)C1(OC2=C(C(=CC=C2CC1)OCC1=CC=CC=C1)CCC)C(=O)OC (Methyl 2-acetyl-7-benzyloxy-8-n-propylchroman-2-carboxylate). Reagents/catalysts: [Pd] (palladium on carbon). Run in CO (methanol). Run at time 2.5 hour. Yields the product C(C)(=O)C1(OC2=C(C(=CC=C2CC1)O)CCC)C(=O)OC (Methyl 2-acetyl-7-hydroxy-8-n-propylchroman-2-carboxylate). Isolated yield 90.8%. Reaction SMILES: [C:1]([C:4]1([C:25]([O:27][CH3:28])=[O:26])[CH2:13][CH2:12][C:11]2[C:6](=[C:7]([CH2:22][CH2:23][CH3:24])[C:8]([O:14]CC3C=CC=CC=3)=[CH:9][CH:10]=2)[O:5]1)(=[O:3])[CH3:2]>CO.[Pd]>[C:1]([C:4]1([C:25]([O:27][CH3:28])=[O:26])[CH2:13][CH2:12][C:11]2[C:6](=[C:7]([CH2:22][CH2:23][CH3:24])[C:8]([OH:14])=[CH:9][CH:10]=2)[O:5]1)(=[O:3])[CH3:2]. Procedure details: 920 mg (2.41 mmole) of the compound from Example 38 was dissolved in 50 ml methanol and 92 mg 5% palladium on carbon added. The suspension was hydrogenated at room temperature and 2 psi for 2.5 hours. Removal of the catalyst by filtration and removal of methanol by rotary evaporation gave 640 mg (91%) of the title compound as a light orange oil, which began to crystallize on standing, homogeneous by thin layer chromatography in 20% ethyl acetate-hexane. Starting materials: C(=CCCCC)C=1C=C(C=CC1)[N+](=O)[O-] (3-(1-hexenyl)nitrobenzene), [H][H] (Hydrogen). Reagents/catalysts: [Pd] (palladium on charcoal). Run in C(C)O (ethanol). Product: C(CCCCC)C=1C=C(N)C=CC1 (3-hexylaniline). Yield: 90.5%. As a reaction SMILES: [CH:1]([C:7]1[CH:8]=[C:9]([N+:13]([O-])=O)[CH:10]=[CH:11][CH:12]=1)=[CH:2][CH2:3][CH2:4][CH2:5][CH3:6].[H][H]>C(O)C.[Pd]>[CH2:1]([C:7]1[CH:8]=[C:9]([CH:10]=[CH:11][CH:12]=1)[NH2:13])[CH2:2][CH2:3][CH2:4][CH2:5][CH3:6]. Procedure: The 3-(1-hexenyl)nitrobenzene (11.0 g, 0.054 m) was dissolved in absolute ethanol (500 ml), treated with 1.1 g of 10% palladium on charcoal catalyst and hydrogenated on a Parr apparatus at about 45 psi for 21/2 hours. Hydrogen uptake had ceased. The reaction mixture was filtered to remove catalyst, concentrated under vacuum, and then resulting oil purified by Kuglrohr distillation (BP 75°-85° C. at 0.05 mm Hg) to yield 3-hexylaniline (8.6 g, 90% yield) as a clear colorless oil. Reactants: O=[N+]([O-])c1cccc(Br)c1Cl, CCO, NCCO. The product is O=[N+]([O-])c1cccc(Br)c1NCCO. As a reaction SMILES: [Br:1][c:2]1[c:3]([Cl:11])[c:4]([N+:8](=[O:9])[O-:10])[cH:5][cH:6][cH:7]1.[CH3:16][CH2:17][OH:18].[NH2:12][CH2:13][CH2:14][OH:15]>>[Br:1][c:2]1[c:3]([NH:12][CH2:13][CH2:14][OH:15])[c:4]([N+:8](=[O:9])[O-:10])[cH:5][cH:6][cH:7]1. The reactants are C(O)([O-])=O.[Na+] (sodium hydrogencarbonate), ClC1=C(C=CC=C1)C1=NCC=2N(C3=C1C=C(S3)CCC3=CC=C(C=C3)OC)C(=NN2)C (4-(2-chlorophenyl)-2-[2-(4-methoxyphenyl)ethyl]-9-methyl-6H-thieno[3,2-f][1,2,4]triazolo[4,3-a][1,4]diazepine), NC(CCSC)C(=O)O (DL-methionine), ice water. The solvent is CS(=O)(=O)O (methanesulfonic acid). Reaction conditions: time 24 hour. The product is ClC1=C(C=CC=C1)C1=NCC=2N(C3=C1C=C(S3)CCC3=CC=C(C=C3)O)C(=NN2)C (4-(2-chlorophenyl)-2-[2-(4-hydroxyphenyl)ethyl]-9-methyl-6H-thieno[3,2-f][1,2,4]triazolo[4,3-a][1,4]diazepine). Yield: 61.9%. As a reaction SMILES: [Cl:1][C:2]1[CH:7]=[CH:6][CH:5]=[CH:4][C:3]=1[C:8]1[C:14]2[CH:15]=[C:16]([CH2:18][CH2:19][C:20]3[CH:25]=[CH:24][C:23]([O:26]C)=[CH:22][CH:21]=3)[S:17][C:13]=2[N:12]2[C:28]([CH3:31])=[N:29][N:30]=[C:11]2[CH2:10][N:9]=1.NC(C(O)=O)CCSC.C(=O)([O-])O.[Na+]>CS(O)(=O)=O>[Cl:1][C:2]1[CH:7]=[CH:6][CH:5]=[CH:4][C:3]=1[C:8]1[C:14]2[CH:15]=[C:16]([CH2:18][CH2:19][C:20]3[CH:25]=[CH:24][C:23]([OH:26])=[CH:22][CH:21]=3)[S:17][C:13]=2[N:12]2[C:28]([CH3:31])=[N:29][N:30]=[C:11]2[CH2:10][N:9]=1 |f:2.3|. Reported procedure: A mixture of 1.5 g of thienotriazolodiazepine compound obtained in Example 4 and 5 g of DL-methionine in 100 ml of methanesulfonic acid is allowed to stand at room temperature for 24 hours. The mixture is poured into 300 ml of ice-water, neutrarized with an aqueous sodium hydrogencarbonate solution and extracted with ethyl acetate. The organic layer is washed with a saturated sodium chloride solution and dried over anhydrous magnesium sulfate. After separating by filtration, the filtrate is conc... The reactants are INTERMEDIATE 89, C(C)N(CC)C[C@@H]1COCCN1CC[C@H](CSC1=CC=CC=C1)NC1=C(C=C(C=C1)S(=O)(=O)N)S(=O)(=O)C(F)(F)F (4-((R)-4-((R)-3-((diethylamino)methyl)morpholino)-1-(phenylthio)butan-2-ylamino)-3-(trifluoromethylsulfonyl)benzenesulfonamide), C(C)N(CC)C[C@@H]1COCCN1CC[C@H](CSC1=CC=CC=C1)NC1=C(C=C(C=C1)S(=O)(=O)N)S(=O)(=O)C(F)(F)F (4-((R)-4-((R)-3-((diethylamino)methyl)morpholino)-1-(phenylthio)butan-2-ylamino)-3-(trifluoromethylsulfonyl)benzenesulfonamide), [Si](C)(C)(C(C)(C)C)O[C@H](C1CCN(CC1)C1=CC=C(C(=O)O)C=C1)C1=C(C=CC=C1)C1=CC=C(C=C1)Cl ((R)-4-(4-((tert-Butyldimethylsilyloxy)(4′-chlorobiphenyl-2-yl)methyl)piperidin-1-yl)benzoic acid), [Si](C)(C)(C(C)(C)C)O[C@H](C1CCN(CC1)C1=CC=C(C(=O)O)C=C1)C1=C(C=CC(=C1)Cl)C1=CC=CC=C1 ((R)-4-(4-((tert-butyldimethylsilyloxy)(4-chlorobiphenyl-2-yl)methyl)piperidin-1-yl)benzoic acid). Product: [Si](C)(C)(C(C)(C)C)O[C@H](C1CCN(CC1)C1=CC=C(C(=O)NS(=O)(=O)C2=CC(=C(C=C2)N[C@@H](CSC2=CC=CC=C2)CCN2[C@@H](COCC2)CN(CC)CC)S(=O)(=O)C(F)(F)F)C=C1)C1=C(C=CC=C1)C1=CC=C(C=C1)Cl (4-(4-((R)-(tert-butyldimethylsilyloxy)(4′-chlorobiphenyl-2-yl)methyl)piperidin-1-yl)-N-(4-((R)-4-((R)-3-((diethylamino)methyl)morpholino)-1-(phenylthio)butan-2-ylamino)-3-(trifluoromethylsulfonyl)phenylsulfonyl)benzamide). Yield: 55.0%. Reaction SMILES: [Si:1]([O:8][C@@H:9]([C:25]1[CH:30]=[CH:29][CH:28]=[CH:27][C:26]=1[C:31]1[CH:36]=[CH:35][C:34]([Cl:37])=[CH:33][CH:32]=1)[CH:10]1[CH2:15][CH2:14][N:13]([C:16]2[CH:24]=[CH:23][C:19]([C:20](O)=[O:21])=[CH:18][CH:17]=2)[CH2:12][CH2:11]1)([C:4]([CH3:7])([CH3:6])[CH3:5])([CH3:3])[CH3:2].[Si](O[C@@H](C1C=C(Cl)C=CC=1C1C=CC=CC=1)C1CCN(C2C=CC(C(O)=O)=CC=2)CC1)(C(C)(C)C)(C)C.[CH2:75]([N:77]([CH2:80][C@H:81]1[N:86]([CH2:87][CH2:88][C@@H:89]([NH:98][C:99]2[CH:104]=[CH:103][C:102]([S:105]([NH2:108])(=[O:107])=[O:106])=[CH:101][C:100]=2[S:109]([C:112]([F:115])([F:114])[F:113])(=[O:111])=[O:110])[CH2:90][S:91][C:92]2[CH:97]=[CH:96][CH:95]=[CH:94][CH:93]=2)[CH2:85][CH2:84][O:83][CH2:82]1)[CH2:78][CH3:79])[CH3:76]>>[Si:1]([O:8][C@@H:9]([C:25]1[CH:30]=[CH:29][CH:28]=[CH:27][C:26]=1[C:31]1[CH:36]=[CH:35][C:34]([Cl:37])=[CH:33][CH:32]=1)[CH:10]1[CH2:15][CH2:14][N:13]([C:16]2[CH:24]=[CH:23][C:19]([C:20]([NH:108][S:105]([C:102]3[CH:103]=[CH:104][C:99]([NH:98][C@H:89]([CH2:88][CH2:87][N:86]4[CH2:85][CH2:84][O:83][CH2:82][C@H:81]4[CH2:80][N:77]([CH2:78][CH3:79])[CH2:75][CH3:76])[CH2:90][S:91][C:92]4[CH:93]=[CH:94][CH:95]=[CH:96][CH:97]=4)=[C:100]([S:109]([C:112]([F:113])([F:115])[F:114])(=[O:111])=[O:110])[CH:101]=3)(=[O:106])=[O:107])=[O:21])=[CH:18][CH:17]=2)[CH2:12][CH2:11]1)([C:4]([CH3:7])([CH3:6])[CH3:5])([CH3:3])[CH3:2]. Procedure: The title product (100 mg, yield: 55%) was prepared using a procedure similar to the one described for the synthesis of INTERMEDIATE 89. (R)-4-(4-((tert-Butyldimethylsilyloxy)(4′-chlorobiphenyl-2-yl)methyl)piperidin-1-yl)benzoic acid, (INTERMEDIATE 13, 84 mg, 0.16 mmol) and 4-((R)-4-((R)-3-((diethylamino)methyl)morpholino)-1-(phenylthio)butan-2-ylamino)-3-(trifluoromethylsulfonyl)benzenesulfonamide (INTERMEDIATE 92, 100 mg, 0.16 mmol) were used as starting materials. The resulting product was pu...